Task: describe an organic reaction: reactants, conditions, products, and yield. Dataset: the Open Reaction Database (ORD), a public repository of structured organic reaction records Reactants: C(C)(C)(C)OC(=O)N1C(/C(/C[C@H]1CC1=CC=C(C=C1)C1=CC=CC=C1)=C/N(C(C)C)C(C)C)=O ((R)-5-biphenyl-4-ylmethyl-3-[1-diisopropylamino-meth-(E)-ylidene]-2-oxo-pyrrolidine-1-carboxylic acid tert-butyl ester), C(CCC)S (n-butane-1-thiol), C1(=CC=C(C=C1)S(=O)(=O)O)C (p-toluenesulfonic acid). RXN SMILES: [C:1]([O:5][C:6]([N:8]1[C@H:12]([CH2:13][C:14]2[CH:19]=[CH:18][C:17]([C:20]3[CH:25]=[CH:24][CH:23]=[CH:22][CH:21]=3)=[CH:16][CH:15]=2)[CH2:11]/[C:10](=[CH:26]\N(C(C)C)C(C)C)/[C:9]1=[O:34])=[O:7])([CH3:4])([CH3:3])[CH3:2].[CH2:35]([SH:39])[CH2:36][CH2:37][CH3:38].[C:40]1(C)C=C[C:43]([S:46](O)(=O)=O)=[CH:42][CH:41]=1>>[C:1]([O:5][C:6]([N:8]1[C@H:12]([CH2:13][C:14]2[CH:19]=[CH:18][C:17]([C:20]3[CH:25]=[CH:24][CH:23]=[CH:22][CH:21]=3)=[CH:16][CH:15]=2)[CH2:11][CH:10]([CH:26]([S:46][CH2:43][CH2:42][CH2:41][CH3:40])[S:39][CH2:35][CH2:36][CH2:37][CH3:38])[C:9]1=[O:34])=[O:7])([CH3:3])([CH3:4])[CH3:2]. Procedure: 0.5 g of 5-Biphenyl-4-ylmethyl-3-[1-dimethylamino-meth-(E/Z)-ylidene]-2-oxo-pyrrolidine-1-carboxylic acid tert-butyl ester (7-a, R1=Boc, R6=Me, R7=Me) are added to 5 ml of n-butane-1-thiol. After the addition of 0.2 g of p-toluenesulfonic acid the mixture is stirred for 6 days at 25° C., then heated to 60° C. for 16 hours. The mixture is then quenched by addition of 5 ml of an 8% aqueous bicarbonate solution and any remaining n-butane-1-thiol distilled off under reduced pressure at 40° C. The aq... Reaction conditions: temperature 25 celsius, time 6 day. The product is C(C)(C)(C)OC(=O)N1C(C(C[C@H]1CC1=CC=C(C=C1)C1=CC=CC=C1)C(SCCCC)SCCCC)=O ((3R/S,5S)-5-biphenyl-4-ylmethyl-3-(bis-butylsulfanyl-methyl)-2-oxo-pyrrolidine-1-carboxylic acid tert-butyl ester). Reactants: O=C([O-])[O-], Clc1ccc2nnc(Cc3ccc4ncccc4c3)n2n1, Cl, [K+], [K+], CN(C)C=O, c1c[nH]cn1. Product: c1cnc2ccc(Cc3nnc4ccc(-n5ccnc5)nn34)cc2c1. Reaction SMILES: [C:27](=[O:28])([O-:29])[O-:30].[Cl:1][c:2]1[cH:3][cH:4][c:5]2[n:6]([n:7]1)[c:8]([CH2:11][c:12]1[cH:13][c:14]3[cH:15][cH:16][cH:17][n:18][c:19]3[cH:20][cH:21]1)[n:9][n:10]2.[ClH:33].[K+:31].[K+:32].[O:34]=[CH:35][N:36]([CH3:37])[CH3:38].[nH:22]1[cH:23][n:24][cH:25][cH:26]1>>[c:2]1(-[n:22]2[cH:23][n:24][cH:25][cH:26]2)[cH:3][cH:4][c:5]2[n:6]([n:7]1)[c:8]([CH2:11][c:12]1[cH:13][c:14]3[cH:15][cH:16][cH:17][n:18][c:19]3[cH:20][cH:21]1)[n:9][n:10]2. Starting materials: ClC(CC(C(=O)OCC)=NOCC#C)=O (ethyl 4-chloro-4-oxo-2-propargyloxyiminobutyrate), NC(=S)N (thiourea), sodium acetate 3-hydrate, O (water). Solvent: C(C)O (ethanol). Run at temperature 40 celsius, time 1.25 hour. Product: NC=1SC=C(N1)C(C(=O)OCC)=NOCC#C (ethyl 2-(2-aminothiazol-4-yl)-2-propargyloxyiminoacetate). Yield: 53.5%. As a reaction SMILES: Cl[C:2](=O)[CH2:3][C:4](=[N:10][O:11][CH2:12][C:13]#[CH:14])[C:5]([O:7][CH2:8][CH3:9])=[O:6].[NH2:16][C:17]([NH2:19])=[S:18].O>C(O)C>[NH2:19][C:17]1[S:18][CH:2]=[C:3]([C:4](=[N:10][O:11][CH2:12][C:13]#[CH:14])[C:5]([O:7][CH2:8][CH3:9])=[O:6])[N:16]=1. Procedure: A mixture of ethyl 4-chloro-4-oxo-2-propargyloxyiminobutyrate (syn isomer, 61 g), thiourea (20 g), sodium acetate 3-hydrate (35.8 g), water (150 ml), and ethanol (180 ml) was stirred at 40° C. for 1.25 hrs. The reaction mixture was treated in a conventional manner to give ethyl 2-(2-aminothiazol-4-yl)-2-propargyloxyiminoacetate (syn isomer, 35.6 g). RXN SMILES: [CH3:19][NH:20][NH2:21].[CH3:1][n:2]1[nH:3][c:4]([C:15]([F:16])([F:17])[F:18])[c:5]([CH2:8][c:9]2[s:10][cH:11][c:12]([CH3:14])[cH:13]2)[c:6]1=[O:7]>>[CH3:1][n:2]1[n:3][c:4]([C:15]([F:16])([F:17])[F:18])[c:5]([CH2:8][c:9]2[s:10][cH:11][c:12]([CH3:14])[cH:13]2)[c:6]1[O:7][CH3:19]. The reactants are CNN, Cc1csc(Cc2c(C(F)(F)F)[nH]n(C)c2=O)c1. Product: COc1c(Cc2cc(C)cs2)c(C(F)(F)F)nn1C. Reactants: C(C)(C)(C)OC(=O)C1=C(C=CC=C1)C1=CC=C(C=C1)CN1C(=CC2=CC(=CC=C12)C(=O)O)C (1-((2′-(tert-Butoxycarbonyl)biphenyl-4-yl)methyl)-2-methyl-1H-indole-5-carboxylic acid), C1(=CC=CC=C1)C(CC)N (1-phenylpropan-1-amine). Product: CC=1N(C2=CC=C(C=C2C1)C(NC(CC)C1=CC=CC=C1)=O)CC1=CC=C(C=C1)C=1C(=CC=CC1)C(=O)OC(C)(C)C (tert-Butyl 4′-((2-methyl-5-((1-phenylpropyl)carbamoyl)-1H-indol-1-yl)methyl)-[1,1′-biphenyl]-2-carboxylate). Reaction SMILES: [C:1]([O:5][C:6]([C:8]1[CH:13]=[CH:12][CH:11]=[CH:10][C:9]=1[C:14]1[CH:19]=[CH:18][C:17]([CH2:20][N:21]2[C:29]3[C:24](=[CH:25][C:26]([C:30](O)=[O:31])=[CH:27][CH:28]=3)[CH:23]=[C:22]2[CH3:33])=[CH:16][CH:15]=1)=[O:7])([CH3:4])([CH3:3])[CH3:2].[C:34]1([CH:40]([NH2:43])[CH2:41][CH3:42])[CH:39]=[CH:38][CH:37]=[CH:36][CH:35]=1>>[CH3:33][C:22]1[N:21]([CH2:20][C:17]2[CH:18]=[CH:19][C:14]([C:9]3[C:8]([C:6]([O:5][C:1]([CH3:2])([CH3:3])[CH3:4])=[O:7])=[CH:13][CH:12]=[CH:11][CH:10]=3)=[CH:15][CH:16]=2)[C:29]2[C:24]([CH:23]=1)=[CH:25][C:26]([C:30](=[O:31])[NH:43][CH:40]([C:34]1[CH:39]=[CH:38][CH:37]=[CH:36][CH:35]=1)[CH2:41][CH3:42])=[CH:27][CH:28]=2. Procedure: The title compound was prepared following the same protocol as described in Step 8, Example 1, using the 1-((2′-(tert-Butoxycarbonyl)biphenyl-4-yl)methyl)-2-methyl-1H-indole-5-carboxylic acid instead of the 1-((2′-(tert-Butoxycarbonyl)biphenyl-4-yl)methyl)-2,3-dimethyl-1H-indole-5-carboxylic acid and the 1-phenylpropan-1-amine instead of the (S)-1-(4-bromophenyl)ethanamine.